From a dataset of the Open Reaction Database (ORD), a public repository of structured organic reaction records. describe an organic reaction: reactants, conditions, products, and yield Starting materials: [AlH4-], CC(=O)N1c2ccccc2C=C(Br)c2ccccc21, [Li], [Na+], C1CCOC1, [OH-], O, O=S(=O)(O)O. Product: CCN1c2ccccc2C=C(Br)c2ccccc21. As a reaction SMILES: [AlH4-:2].[C:8]([CH3:9])(=[O:10])[N:11]1[c:12]2[c:13]([cH:23][cH:24][cH:25][cH:26]2)[CH:14]=[C:15]([Br:22])[c:16]2[c:17]1[cH:18][cH:19][cH:20][cH:21]2.[Li:1].[Na+:28].[O:29]1[CH2:30][CH2:31][CH2:32][CH2:33]1.[OH-:27].[OH2:34].[S:3](=[O:4])(=[O:5])([OH:6])[OH:7]>>[CH2:8]([CH3:9])[N:11]1[c:12]2[c:13]([cH:23][cH:24][cH:25][cH:26]2)[CH:14]=[C:15]([Br:22])[c:16]2[c:17]1[cH:18][cH:19][cH:20][cH:21]2. Starting materials: ClC1=C(C=C(N)C=C1)C(F)(F)F (4-chloro-3-(trifluoromethyl)aniline), C(C(=O)C)(=O)OCC (ethyl pyruvate). Product: C(C)OC([C@@H](NC1=CC(=C(C=C1)Cl)C(F)(F)F)C)=O (N-(3-trifluoromethyl-4-chlorophenyl)alanine ethyl ester). Reaction SMILES: [Cl:1][C:2]1[CH:8]=[CH:7][C:5]([NH2:6])=[CH:4][C:3]=1[C:9]([F:12])([F:11])[F:10].[C:13]([O:18][CH2:19][CH3:20])(=[O:17])[C:14]([CH3:16])=O>>[CH2:19]([O:18][C:13](=[O:17])[C@H:14]([CH3:16])[NH:6][C:5]1[CH:7]=[CH:8][C:2]([Cl:1])=[C:3]([C:9]([F:10])([F:11])[F:12])[CH:4]=1)[CH3:20]. Procedure: Following General Procedure AA above and using 4-chloro-3-(trifluoromethyl)aniline (Aldrich) and ethyl pyruvate (Aldrich), the title compound was prepared. Reactants: NCC=1C=C(C=C(C1)C(F)(F)F)NC(=O)C1CCC=2C=CC(=CC2C1)OC1=CC(=NC=C1)C(=O)NC (4-{[7-({[3-(aminomethyl)-5-(trifluoromethyl)phenyl]amino}-carbonyl)-5,6,7,8-tetrahydronaphthalen-2-yl]oxy}-N-methylpyridine-2-carboxamide), BrCCO (2-bromoethanol), TEA. Run in CN(C)C=O (DMF), O (water). Run at time 8 hour. Yields the product OCCNCC=1C=C(C=C(C1)C(F)(F)F)NC(=O)C1CCC=2C=CC(=CC2C1)OC1=CC(=NC=C1)C(=O)NC (4-{[7-({[3-{[(2-hydroxyethyl)amino]methyl}-5-(trifluoromethyl)phenyl]amino}carbonyl)-5,6,7,8-tetrahydronaphthalen-2-yl]oxy}-N-methylpyridine-2-carboxamide). As a reaction SMILES: [NH2:1][CH2:2][C:3]1[CH:4]=[C:5]([NH:13][C:14]([CH:16]2[CH2:25][C:24]3[CH:23]=[C:22]([O:26][C:27]4[CH:32]=[CH:31][N:30]=[C:29]([C:33]([NH:35][CH3:36])=[O:34])[CH:28]=4)[CH:21]=[CH:20][C:19]=3[CH2:18][CH2:17]2)=[O:15])[CH:6]=[C:7]([C:9]([F:12])([F:11])[F:10])[CH:8]=1.Br[CH2:38][CH2:39][OH:40]>CN(C=O)C.O>[OH:40][CH2:39][CH2:38][NH:1][CH2:2][C:3]1[CH:4]=[C:5]([NH:13][C:14]([CH:16]2[CH2:25][C:24]3[CH:23]=[C:22]([O:26][C:27]4[CH:32]=[CH:31][N:30]=[C:29]([C:33]([NH:35][CH3:36])=[O:34])[CH:28]=4)[CH:21]=[CH:20][C:19]=3[CH2:18][CH2:17]2)=[O:15])[CH:6]=[C:7]([C:9]([F:12])([F:10])[F:11])[CH:8]=1. Procedure: To a solution of 4-{[7-({[3-(aminomethyl)-5-(trifluoromethyl)phenyl]amino}-carbonyl)-5,6,7,8-tetrahydronaphthalen-2-yl]oxy}-N-methylpyridine-2-carboxamide (0.459 g, 0.921 mmol) in DMF (10 mL) was added 2-bromoethanol (0.100 mL, 1.41 mmol) and TEA (0.300 mL, 2.15 mmol). The reaction mixture was allowed to stir at rt overnight, and then diluted with water. The mixture was extracted with EtOAc and the combined organic solutions were washed with 10% aqueous LiCl, dried over MgSO4, filtered and conce... Reactants: CO (MeOH), C(C)(C)(C)OC([C@H](CC(C(NCC1=C(C=C(C=C1OC)OC)OC)=O)OS(=O)(=O)C1=CC=C(C)C=C1)NC(=O)OC(C)(C)C)=O ((2S)-tert-butyl-2-(tert-butoxycarbonylamino)-5-oxo-4-(tosyloxy)-5-(2,4,6-trimethoxybenzyl amino)pentanoate). Solvent: hexanes, CC(C)O (2-propanol). Product: C(C)(C)(C)OC([C@H](C[C@@H](C(NCC1=C(C=C(C=C1OC)OC)OC)=O)OS(=O)(=O)C1=CC=C(C)C=C1)NC(=O)OC(C)(C)C)=O ((2S,4S)-tert-butyl-2-(tert-butoxycarbonylamino)-5-oxo-4-(tosyloxy)-5-(2,4,6-tri methoxybenzylamino)pentanoate). Reaction SMILES: CO.[C:3]([O:7][C:8](=[O:47])[C@@H:9]([NH:39][C:40]([O:42][C:43]([CH3:46])([CH3:45])[CH3:44])=[O:41])[CH2:10][CH:11]([O:28][S:29]([C:32]1[CH:38]=[CH:37][C:35]([CH3:36])=[CH:34][CH:33]=1)(=[O:31])=[O:30])[C:12](=[O:27])[NH:13][CH2:14][C:15]1[C:20]([O:21][CH3:22])=[CH:19][C:18]([O:23][CH3:24])=[CH:17][C:16]=1[O:25][CH3:26])([CH3:6])([CH3:5])[CH3:4]>CC(O)C>[C:3]([O:7][C:8](=[O:47])[C@@H:9]([NH:39][C:40]([O:42][C:43]([CH3:46])([CH3:45])[CH3:44])=[O:41])[CH2:10][C@H:11]([O:28][S:29]([C:32]1[CH:38]=[CH:37][C:35]([CH3:36])=[CH:34][CH:33]=1)(=[O:31])=[O:30])[C:12](=[O:27])[NH:13][CH2:14][C:15]1[C:16]([O:25][CH3:26])=[CH:17][C:18]([O:23][CH3:24])=[CH:19][C:20]=1[O:21][CH3:22])([CH3:6])([CH3:5])[CH3:4]. Procedure details: Following the procedure in the preparation of 11, compound 11″ was prepared from alcohol 10″ (1.69 g, 3.40 mmol) as a pale white foamy solid (2.12 g, 96% yield): [α]26D=+14.1 (c=1.01, MeOH); HPLC of 11″ for purity: 97.7%, [major peak: Rt=23.7 min; minor peak: 16.2 min; column: Chiralcel ODH (250×4.6 mm), UV detector, 210 nm, 5% 2-propanol in hexanes; flow rate: 1.0 mL/min]. 1H NMR (200 MHz, CDCl3) δ 7.75 (d, 2H, J=8.4 Hz), 7.25 (d, 2H, J=8.4 Hz), 6.91 (br s, 1H), 6.14 (s, 2H), 5.12 (br s, 1H), 4... Starting materials: COC1=CC(=C(C=C1OC)[N+](=O)[O-])[N+](=O)[O-] (4,5-dimethoxy-1,2-dinitrobenzene), O (water). The solvent is Br (hydrobromic acid). Product: OC1=CC(=C(C=C1O)[N+](=O)[O-])[N+](=O)[O-] (4,5-dihydroxy1,2-dinitrobenzene). Isolated yield 79.5%. RXN SMILES: C[O:2][C:3]1[C:8]([O:9]C)=[CH:7][C:6]([N+:11]([O-:13])=[O:12])=[C:5]([N+:14]([O-:16])=[O:15])[CH:4]=1.O>Br>[OH:2][C:3]1[C:8]([OH:9])=[CH:7][C:6]([N+:11]([O-:13])=[O:12])=[C:5]([N+:14]([O-:16])=[O:15])[CH:4]=1. Procedure details: 10 g (44 mmol) of 4,5-dimethoxy-1,2-dinitrobenzene was suspended in 150 ml of 45% hydrobromic acid, and the suspension was refluxed at a boiling point for 6 hours. The reaction solution was allowed to cool to room temperature, and 500 ml of water was added thereto. The mixture was extracted three times with ethyl acetate. The organic layer was washed with a 10% sodium bicarbonate aqueous solution and dried over anhydrous sodium sulfate. The solvent was distilled off under reduced pressure. The c... The solvent is O (water), O (water). The reactants are S1C(=CC=C1)C(C(=O)O)=O (thien-2-yl-glyoxylic acid), C([O-])(O)=O.[Na+] (sodium bicarbonate), C(C)O (ethanol), Cl.NO (hydroxylamine hydrochloride), C([O-])(O)=O.[Na+] (sodium bicarbonate). RXN SMILES: Cl.[NH2:2][OH:3].C(=O)(O)[O-].[Na+].[S:9]1[CH:13]=[CH:12][CH:11]=[C:10]1[C:14](=O)[C:15]([OH:17])=[O:16].C(O)C>O>[OH:3][N:2]=[C:14]([C:10]1[S:9][CH:13]=[CH:12][CH:11]=1)[C:15]([OH:17])=[O:16] |f:0.1,2.3|. Procedure details: A cooled solution of hydroxylamine hydrochloride (0.884 g) and sodium bicarbonate (1.08 g) in water (20 ml.) was added to a cooled (0° ) solution of thien-2-yl-glyoxylic acid (2.0 g) and sodium bicarbonate (1.08 g) in water (20 ml.). After two days at 20° the solution was extracted with ether, cooled and acidified with concentrated hydrochloric acid. The resulting white solid was filtered off (0.564 g) and the filtrate was then thoroughly extracted with ether. The combined extracts were washed w... Yields the product ON=C(C(=O)O)C=1SC=CC1 (2-Hydroxyimino(thien-2-yl)acetic acid). The reactants are ClC1=CC=C(C=C1)C1=NOC=C1COC1=NC=C(C(=O)O)C=C1 (6-[3-(4-chloro-phenyl)-isoxazol-4-ylmethoxy]-nicotinic acid), NC(CO)(C)C (2-amino-2-methyl-1-propanol). The product is ClC1=CC=C(C=C1)C1=NOC=C1COC1=NC=C(C(=O)NC(CO)(C)C)C=C1 (6-[3-(4-Chloro-phenyl)-isoxazol-4-ylmethoxy]-N-(2-hydroxy-1,1-dimethyl-ethyl)-nicotinamide). Yield: 45.0%. As a reaction SMILES: [Cl:1][C:2]1[CH:7]=[CH:6][C:5]([C:8]2[C:12]([CH2:13][O:14][C:15]3[CH:23]=[CH:22][C:18]([C:19]([OH:21])=O)=[CH:17][N:16]=3)=[CH:11][O:10][N:9]=2)=[CH:4][CH:3]=1.[NH2:24][C:25]([CH3:29])([CH3:28])[CH2:26][OH:27]>>[Cl:1][C:2]1[CH:3]=[CH:4][C:5]([C:8]2[C:12]([CH2:13][O:14][C:15]3[CH:23]=[CH:22][C:18]([C:19]([NH:24][C:25]([CH3:29])([CH3:28])[CH2:26][OH:27])=[O:21])=[CH:17][N:16]=3)=[CH:11][O:10][N:9]=2)=[CH:6][CH:7]=1. Procedure: As described for example 346b, 6-[3-(4-chloro-phenyl)-isoxazol-4-ylmethoxy]-nicotinic acid (200 mg, 0.6 mmol) was converted, using 2-amino-2-methyl-1-propanol instead of ethanolamine, to the title compound (110 mg, 45%) which was obtained as a white solid. MS: m/e=402.2 [M+H]+.